This data is from the Open Reaction Database (ORD), a public repository of structured organic reaction records. The task is: describe an organic reaction: reactants, conditions, products, and yield Starting materials: CC(C)C1=NC=NC=C1 (4-(1-Methylethyl)pyrimidine), CCOCC (ether), C(C)(C)[N-]C(C)C.[Li+] (lithium diisopropylamide), FC1=C(C=CC(=C1)F)C(CN1N=CN=C1)=O (1-(2,4-difluorophenyl)-2-(1H-1,2,4-triazol-1-yl)ethanone). Solvent: O1CCCC1 (tetrahydrofuran). Product: FC1=C(C=CC(=C1)F)C(CN1N=CN=C1)(C(C)(C1=NC=NC=C1)C)O (2-(2,4-Difluorophenyl)-3-methyl-3-(pyrimidin-4-yl)-1-(1H-1,2,4-triazol-1-yl)butan-2-ol). The yield is 2.7%. As a reaction SMILES: [CH3:1][CH:2]([C:4]1[CH:9]=[CH:8][N:7]=[CH:6][N:5]=1)[CH3:3].C([N-]C(C)C)(C)C.[Li+].[F:18][C:19]1[CH:24]=[C:23]([F:25])[CH:22]=[CH:21][C:20]=1[C:26](=[O:33])[CH2:27][N:28]1[CH:32]=[N:31][CH:30]=[N:29]1.CCOCC>O1CCCC1>[F:18][C:19]1[CH:24]=[C:23]([F:25])[CH:22]=[CH:21][C:20]=1[C:26]([OH:33])([C:2]([CH3:3])([C:4]1[CH:9]=[CH:8][N:7]=[CH:6][N:5]=1)[CH3:1])[CH2:27][N:28]1[CH:32]=[N:31][CH:30]=[N:29]1 |f:1.2|. Procedure details: Treatment of the product of part (i) (2.46 g) with lithium diisopropylamide (0.02 mole) in dry tetrahydrofuran followed by 1-(2,4-difluorophenyl)-2-(1H-1,2,4-triazol-1-yl)ethanone (4.49 g) according to the method of Example 3 gave the title compound, (0.185 g), m.p. 126°-127° (from ether). The reactants are NC1=NC(=CC=C1NCC(=O)OCC)OCC1=CC=C(C=C1)OC (Ethyl N-[2-amino-6-({[4-(methyloxy)phenyl]methyl}oxy)-3-pyridinyl]glycinate). Reagents/catalysts: [O-2].[O-2].[Mn+4] (manganese dioxide), [O-2].[O-2].[Mn+4] (manganese dioxide). Solvent: C1(=CC=CC=C1)C (toluene). Run at time 8 hour. Product: COC1=CC=C(C=C1)COC=1C=CC2=C(NC(C=N2)=O)N1 (6-({[4-(Methyloxy)phenyl]methyl}oxy)pyrido[2,3-b]pyrazin-3(4H)-one). Isolated yield 49.1%. Reaction SMILES: [NH2:1][C:2]1[C:7]([NH:8][CH2:9][C:10](OCC)=[O:11])=[CH:6][CH:5]=[C:4]([O:15][CH2:16][C:17]2[CH:22]=[CH:21][C:20]([O:23][CH3:24])=[CH:19][CH:18]=2)[N:3]=1>C1(C)C=CC=CC=1.[O-2].[O-2].[Mn+4]>[CH3:24][O:23][C:20]1[CH:21]=[CH:22][C:17]([CH2:16][O:15][C:4]2[CH:5]=[CH:6][C:7]3[N:8]=[CH:9][C:10](=[O:11])[NH:1][C:2]=3[N:3]=2)=[CH:18][CH:19]=1 |f:2.3.4|. Procedure details: Ethyl N-[2-amino-6-({[4-(methyloxy)phenyl]methyl}oxy)-3-pyridinyl]glycinate (5 g, 15.1 mmol) was dissolved in toluene (500 mL) and heated at reflux for 2.5 days, the reaction was cooled to rt and manganese dioxide (2.4 g, 27.5 mmol) was added. After stirring for 5 h at room temperature 0.8 g of manganese dioxide were added and the reaction was stirred at room temperature overnight. The reaction was filtered through celite and the celite was washed with plenty of 20% methanol/DCM. The solvent wer... The reactants are COc1cc(CBr)cc(OC)c1, CC1(C)NN(C2C3CC4CC(C3)CC2C4)C1=O. Product: COc1cc(CN2N(C3C4CC5CC(C4)CC3C5)C(=O)C2(C)C)cc(OC)c1. RXN SMILES: [CH3:18][O:19][c:20]1[cH:21][c:22]([CH2:23][Br:24])[cH:25][c:26]([O:28][CH3:29])[cH:27]1.[CH:1]12[CH:2]([N:11]3[NH:12][C:13]([CH3:16])([CH3:17])[C:14]3=[O:15])[CH:3]3[CH2:4][CH:5]([CH2:6][CH:7]([CH2:8]1)[CH2:9]3)[CH2:10]2>>[CH:1]12[CH:2]([N:11]3[N:12]([CH2:23][c:22]4[cH:21][c:20]([O:19][CH3:18])[cH:27][c:26]([O:28][CH3:29])[cH:25]4)[C:13]([CH3:16])([CH3:17])[C:14]3=[O:15])[CH:3]3[CH2:4][CH:5]([CH2:6][CH:7]([CH2:8]1)[CH2:9]3)[CH2:10]2. Reactants: Cl.C(CCC)OC(CC=1C(=NNC1C1=CC=C(C=C1)Cl)N(C)C)=O (5-(4-chlorophenyl)-3-dimethylamino-1H-pyrazole-4-acetic acid butyl ester monohydrochloride), Cl (hydrochloric acid). The solvent is 200, C(C)O (ethanol). The product is Cl.C(C)OC(CC=1C(=NNC1C1=CC=C(C=C1)Cl)N(C)C)=O (5-(4-Chlorophenyl)-3-(dimethylamino)-1H-pyrazole-4-acetic acid ethyl ester monohydrochloride). The yield is 120.1%. RXN SMILES: Cl.[CH2:2]([O:6][C:7](=[O:24])[CH2:8][C:9]1[C:10]([N:21]([CH3:23])[CH3:22])=[N:11][NH:12][C:13]=1[C:14]1[CH:19]=[CH:18][C:17]([Cl:20])=[CH:16][CH:15]=1)[CH2:3]CC.Cl>C(O)C>[ClH:20].[CH2:2]([O:6][C:7](=[O:24])[CH2:8][C:9]1[C:10]([N:21]([CH3:22])[CH3:23])=[N:11][NH:12][C:13]=1[C:14]1[CH:19]=[CH:18][C:17]([Cl:20])=[CH:16][CH:15]=1)[CH3:3] |f:0.1,4.5|. Reported procedure: A solution of 5.6 g (0.015 mole) of 5-(4-chlorophenyl)-3-dimethylamino-1H-pyrazole-4-acetic acid butyl ester monohydrochloride in 150 ml of 200 ethanol was treated with 1 ml of concentrated hydrochloric acid and heated at reflux for 24 hours. The reaction mixture was concentrated in vacuo to a solid residue, 5.5 g. Recrystallization from 2-propanol yielded 3.1 g (60%) of white crystalline product, mp 211°-215° C. with degassing. Starting materials: [Br-].C1(=CC=CC=C1)[P+]1(CC2=C(C3=C(C1)C=CC=C3)C=CC=C2)C2=CC=CC=C2 (6,6-diphenyl-6,7-dihydro-5H-dibenzo-[c,e]phosphepinium bromide), [H-].[Al+3].[Li+].[H-].[H-].[H-] (lithium aluminum hydride). Run in C1(=CC=CC=C1)C (toluene). The product is C1(=CC=CC=C1)P(C1=CC=CC=C1)CC1=C(C=CC=C1)C1=C(C=CC=C1)C (2-diphenylphosphinomethyl-2'-methylbiphenyl). RXN SMILES: [Br-].[C:2]1([P+:8]2([C:23]3[CH:28]=[CH:27][CH:26]=[CH:25][CH:24]=3)[CH2:14][C:13]3[CH:15]=[CH:16][CH:17]=[CH:18][C:12]=3[C:11]3[CH:19]=[CH:20][CH:21]=[CH:22][C:10]=3[CH2:9]2)[CH:7]=[CH:6][CH:5]=[CH:4][CH:3]=1.[H-].[Al+3].[Li+].[H-].[H-].[H-]>C1(C)C=CC=CC=1>[C:2]1([P:8]([CH2:9][C:10]2[CH:22]=[CH:21][CH:20]=[CH:19][C:11]=2[C:12]2[CH:18]=[CH:17][CH:16]=[CH:15][C:13]=2[CH3:14])[C:23]2[CH:28]=[CH:27][CH:26]=[CH:25][CH:24]=2)[CH:3]=[CH:4][CH:5]=[CH:6][CH:7]=1 |f:0.1,2.3.4.5.6.7|. Procedure details: 4 g (9.0 mmol) of 6,6-diphenyl-6,7-dihydro-5H-dibenzo-[c,e]phosphepinium bromide are suspended in 70 ml of absolute toluene under protective gas and reacted with 680 mg (18 mmol) of lithium aluminum hydride using a method analogous to Example 5. Starting materials: CS(=O)(=O)C1=NC=C2C(=N1)N=C(NC2=O)C2=C(C=CC=C2)OCCC (7-methylsulphonyl-4-oxo-2-(2-propoxyphenyl)-3,4-dihydropyrimido[4,5-d]pyrimidine), C(C)(=O)O (acetic acid). Run in [O-]CC.[Na+] (sodium ethoxide). Yields the product C(C)OC1=NC=C2C(=N1)N=C(NC2=O)C2=C(C=CC=C2)OCCC (7-Ethoxy-4-oxo-2-(2-propoxyphenyl)-3,4-dihydropyrimido[4,5-d]pyrimidine). RXN SMILES: CS([C:5]1[N:10]=[C:9]2[N:11]=[C:12]([C:16]3[CH:21]=[CH:20][CH:19]=[CH:18][C:17]=3[O:22][CH2:23][CH2:24][CH3:25])[NH:13][C:14](=[O:15])[C:8]2=[CH:7][N:6]=1)(=O)=O.[C:26](O)(=[O:28])[CH3:27]>[O-]CC.[Na+]>[CH2:26]([O:28][C:5]1[N:10]=[C:9]2[N:11]=[C:12]([C:16]3[CH:21]=[CH:20][CH:19]=[CH:18][C:17]=3[O:22][CH2:23][CH2:24][CH3:25])[NH:13][C:14](=[O:15])[C:8]2=[CH:7][N:6]=1)[CH3:27] |f:2.3|. Procedure: A solution of 7-methylsulphonyl-4-oxo-2-(2-propoxyphenyl)-3,4-dihydropyrimido[4,5-d]pyrimidine (0.50 g) in sodium ethoxide solution (from sodium, 0.16 g, and ethanol, 25 ml) was stirred at ambient temperature for 1.5 hours. Cooling and acidification of the reaction mixture with glacial acetic acid (0.42 g) yielded a precipitate which was twice recrystallised from ethanol to yield the title compound, 0.29 g, m.p. 196°-197.5° C. The reactants are [Cl-].[Al+3].[Cl-].[Cl-] (Aluminum chloride), Cl (hydrochloric acid), [N+](=O)([O-])C1=CC=C(C(=O)Cl)C=C1 (4-nitrobenzoyl chloride), C1(=CC=CC=C1)OC (anisole). The solvent is O (water), C(=S)=S (carbon disulfide). Reaction conditions: time 30 minute. Yields the product formula 3a, COC1=CC=C(C(=O)C2=CC=C(C=C2)[N+](=O)[O-])C=C1 (4-(4-methoxybenzoyl)-nitrobenzene). As a reaction SMILES: [N+:1]([C:4]1[CH:12]=[CH:11][C:7]([C:8](Cl)=[O:9])=[CH:6][CH:5]=1)([O-:3])=[O:2].[C:13]1([O:19][CH3:20])[CH:18]=[CH:17][CH:16]=[CH:15][CH:14]=1.[Cl-].[Al+3].[Cl-].[Cl-].Cl>C(=S)=S.O>[CH3:20][O:19][C:13]1[CH:18]=[CH:17][C:16]([C:8]([C:7]2[CH:11]=[CH:12][C:4]([N+:1]([O-:3])=[O:2])=[CH:5][CH:6]=2)=[O:9])=[CH:15][CH:14]=1 |f:2.3.4.5|. Procedure details: The compound of formula 3a was prepared according to the procedure of Shani, J. etal., J. Med. Chem, 1985, 28, 1504. Thus, a mixture of 4-nitrobenzoyl chloride (90 g, 0.48 mol) and anisole (57.24 g, 0.53 mol) in carbon disulfide (450 mL) was stirred in a three neck round bottom flask equipped with nitrogen inlet, condenser and mechanical stirrer that was being cooled in an ice bath. Aluminum chloride (84.0 g, 0.63 mol) was added in portions and stirring continued at ice bath temperature for 30 m...